This data is from the Open Reaction Database (ORD), a public repository of structured organic reaction records. The task is: describe an organic reaction: reactants, conditions, products, and yield The reactants are C(OC)(OC)OC (trimethyl orthoformate), [BH4-].[Na+] (sodium borohydride), NCC1=CC=C(C(=O)NCCCCN(CCC)CCC)C=C1 (4-(aminomethyl)-N-(4-{dipropylamino}butyl)benzamide), CN1C(=NC=C1)C=O (1-methyl-2-imidazole carboxaldehyde). Run in O (water), CO (methanol), CO (methanol). Reaction conditions: time 36 hour. Yields the product C(CC)N(CCCCNC(C1=CC=C(C=C1)CNCC=1N(C=CN1)C)=O)CCC (N-(4-dipropylamino-butyl)-4-{[(1-methyl-1H-imidazol-2-ylmethyl)-amino]-methyl}-benzamide). Yield: 111.1%. As a reaction SMILES: [NH2:1][CH2:2][C:3]1[CH:22]=[CH:21][C:6]([C:7]([NH:9][CH2:10][CH2:11][CH2:12][CH2:13][N:14]([CH2:18][CH2:19][CH3:20])[CH2:15][CH2:16][CH3:17])=[O:8])=[CH:5][CH:4]=1.C(OC)(OC)OC.[CH3:30][N:31]1[CH:35]=[CH:34][N:33]=[C:32]1[CH:36]=O.[BH4-].[Na+]>CO.O>[CH2:18]([N:14]([CH2:15][CH2:16][CH3:17])[CH2:13][CH2:12][CH2:11][CH2:10][NH:9][C:7](=[O:8])[C:6]1[CH:21]=[CH:22][C:3]([CH2:2][NH:1][CH2:36][C:32]2[N:31]([CH3:30])[CH:35]=[CH:34][N:33]=2)=[CH:4][CH:5]=1)[CH2:19][CH3:20] |f:3.4|. Reported procedure: The compound (538 mg) obtained in Example 20-2 was dissolved in anhydrous methanol (10 ml), added with trimethyl orthoformate (600 μl) at room temperature under a nitrogen atmosphere, and then added with a methanol solution (2.0 ml) containing 1-methyl-2-imidazole carboxaldehyde (240 mg). The whole was stirred at room temperature for 36 hours and then added with sodium borohydride (140 mg) under ice-cooling. The whole was warmed to room temperature and stirred for 1 hour. After completion of the... The reactants are FC1=C(C(=O)O)NC(NC1=O)=O (5-fluoroorotic acid), N1C(=O)NC(=O)C=C1 (uracil), [C@@H]1([C@H](O)[C@H](O)[C@@H](CO)O1)N1C(=O)NC(=O)C=C1 (uridine), [Cl-].[K+] (KCl), MgSO4.7H2O, FeSO4.7H2O, OP(=O)(O)[O-].[K+] (KH2PO4), O=C[C@H](O)[C@@H](O)[C@H](O)[C@H](O)CO (glucose), N1C(=O)NC(=O)C=C1 (uracil), N1C(=O)NC(=O)C=C1 (uracil), FC1=C(C(=O)O)NC(NC1=O)=O (5-FOA), NaNO3. Solvent: C(C(CO)(CO)N)O.Cl (Tris-HCl). Conditions: time 7 day. Yields the product P(=O)(O)(O)OC[C@@H]1[C@H]([C@H]([C@@H](O1)N1C(=O)NC(=O)C=C1C(=O)O)O)O (Orotidine-5′-Phosphate). RXN SMILES: F[C:2]1[C:10](=[O:11])[NH:9][C:8](=[O:12])[NH:7][C:3]=1[C:4]([OH:6])=[O:5].[Cl-].[K+].[OH:15][P:16]([O-:19])([OH:18])=[O:17].[K+].O=C[C@@H:23]([C@H:25]([C@@H:27]([C@@H:29]([CH2:31][OH:32])[OH:30])[OH:28])O)O.N1C=CC(=O)NC1=O.[C@@H]1(N2C=CC(=O)NC2=O)O[C@H](CO)[C@@H](O)[C@H]1O>C(O)C(N)(CO)CO.Cl>[P:16]([O:19][CH2:23][C@H:25]1[O:32][C@@H:31]([N:7]2[C:3]([C:4]([OH:6])=[O:5])=[CH:2][C:10](=[O:11])[NH:9][C:8]2=[O:12])[C@H:29]([OH:30])[C@@H:27]1[OH:28])([OH:18])([OH:15])=[O:17] |f:1.2,3.4,8.9|. Procedure: After UV irradiation of the suspension of Penicillium multicolor IAM7153 conidia, the spores were coated on a 5-fluoroorotic acid (5-FOA) medium (Boeke et al., Mol. Gen. Genet. 197: 345-346, 1984) and incubated at 27° C. for 6 to 8 days. The 5-FOA-resistant strain grown was picked up respectively onto a minimal medium (0.3% NaNO3: 0.05% KCl, 0.05% MgSO4.7H2O, 0.001% FeSO4.7H2O, 0.1% KH2PO4, 2% glucose, 1.5% agar, pH 6.0) and a minimal medium containing 5 mM uracil respectively, and the media wer... Reactants: [N+](=O)([O-])C(C(C)=O)=C1SCCCN1 (1-nitro-1-(tetrahydro-2H-1,3-thiazin-2-ylidene)-2-propanone), BrN1C(CCC1=O)=O (N-bromosuccinimide), C(C)OCC (ethyl ether). Solvent: C(Cl)(Cl)(Cl)Cl (carbon tetrachloride). Run at time 18 hour. Yields the product BrN1C(SCCC1)=C(C(C)=O)[N+](=O)[O-] (1-(3-bromotetrahydro-2H-1,3-thiazin-2-ylidene)-1-nitro-2-propanone). RXN SMILES: [N+:1]([C:4](=[C:8]1[NH:13][CH2:12][CH2:11][CH2:10][S:9]1)[C:5](=[O:7])[CH3:6])([O-:3])=[O:2].[Br:14]N1C(=O)CCC1=O.C(OCC)C>C(Cl)(Cl)(Cl)Cl>[Br:14][N:13]1[CH2:12][CH2:11][CH2:10][S:9][C:8]1=[C:4]([N+:1]([O-:3])=[O:2])[C:5](=[O:7])[CH3:6]. Procedure: A mixture of 10.1 g of 2 and 10.0 g of N-bromosuccinimide in 150 ml of carbon tetrachloride was stirred at room temperature for 18 hours. The resulting mixture was filtered and the filtrate stripped of solvent under reduced pressure to leave a slightly gummy yellow solid. The solid was treated with ethyl ether and the remaining solid collected (bright yellow solid, m.p.: 101°-104°), then dissolved in methylene chloride. The solution was treated with Norite, filtered and the solvent stripped unde... Starting materials: CCOC(=O)c1cc(Br)c(Cl)cc1OC, ClCCl, CN(C)C=O, Cl, N#C[Cu]. The product is CCOC(=O)c1cc(C#N)c(Cl)cc1OC. Reaction SMILES: [CH2:1]([CH3:2])[O:3][C:4]([c:5]1[c:6]([O:13][CH3:14])[cH:7][c:8]([Cl:12])[c:9]([Br:11])[cH:10]1)=[O:15].[CH2:25]([Cl:26])[Cl:27].[CH3:19][N:20]([CH3:21])[CH:22]=[O:23].[ClH:24].[Cu:16][C:17]#[N:18]>>[CH2:1]([CH3:2])[O:3][C:4]([c:5]1[c:6]([O:13][CH3:14])[cH:7][c:8]([Cl:12])[c:9]([C:17]#[N:18])[cH:10]1)=[O:15]. Reactants: BrC=1SC=C(N1)C(=O)NC=1C=NN(C1[C@@H]1CC[C@H]([C@H](CO1)OC)NC(OC(C)(C)C)=O)C (tert-butyl ((3R,4R,7S)-7-(4-(2-bromothiazole-4-carboxamido)-1-methyl-1H-pyrazol-5-yl)-3-methoxyoxepan-4-yl)carbamate), BrC=1SC=C(N1)C(=O)NC=1C=NN(C1[C@@H]1CC[C@H]([C@H](CO1)OC)NC(OC(C)(C)C)=O)C (tert-butyl ((3R,4R,7S)-7-(4-(2-bromothiazole-4-carboxamido)-1-methyl-1H-pyrazol-5-yl)-3-methoxyoxepan-4-yl)carbamate), FC1=C(C(=CC(=C1)OC)F)B(O)O ((2,6-difluoro-4-methoxyphenyl)boronic acid). The product is N[C@@H]1CC[C@H](OC[C@@H]1OC)C1=C(C=NN1C)NC(=O)C=1N=C(SC1)C1=C(C=C(C=C1F)OC)F (N-(5-((2S,5R,6R)-5-amino-6-methoxyoxepan-2-yl)-1-methyl-1H-pyrazol-4-yl)-2-(2,6-difluoro-4-methoxyphenyl)thiazole-4-carboxamide). RXN SMILES: Br[C:2]1[S:3][CH:4]=[C:5]([C:7]([NH:9][C:10]2[CH:11]=[N:12][N:13]([CH3:32])[C:14]=2[C@H:15]2[O:21][CH2:20][C@H:19]([O:22][CH3:23])[C@H:18]([NH:24]C(=O)OC(C)(C)C)[CH2:17][CH2:16]2)=[O:8])[N:6]=1.[F:33][C:34]1[CH:39]=[C:38]([O:40][CH3:41])[CH:37]=[C:36]([F:42])[C:35]=1B(O)O>>[NH2:24][C@H:18]1[C@@H:19]([O:22][CH3:23])[CH2:20][O:21][C@H:15]([C:14]2[N:13]([CH3:32])[N:12]=[CH:11][C:10]=2[NH:9][C:7]([C:5]2[N:6]=[C:2]([C:35]3[C:34]([F:33])=[CH:39][C:38]([O:40][CH3:41])=[CH:37][C:36]=3[F:42])[S:3][CH:4]=2)=[O:8])[CH2:16][CH2:17]1. Reported procedure: Following the procedure for Example 101 starting from tert-butyl ((3R,4R,7S)-7-(4-(2-bromothiazole-4-carboxamido)-1-methyl-1H-pyrazol-5-yl)-3-methoxyoxepan-4-yl)carbamate (Intermediate 101), and replacing 3,6-dihydro-2H-pyran-4-boronic acid pinacol ester with (2,6-difluoro-4-methoxyphenyl)boronic acid gave 265. 1H NMR (400 MHz, DMSO-d6) δ 10.12 (s, 1H), 8.56 (s, 1H), 7.94 (s, 1H), 7.08-6.97 (m, 2H), 5.11 (t, J=5.5 Hz, 1H), 3.88 (s, 3H), 3.84-3.75 (m, 1H), 3.71 (s, 3H), 3.47-3.38 (m, 1H), 3.31-3.... Starting materials: CC([C@@H](C(=O)N1CC2=CC(=CC=C2C[C@H]1C(=O)N[C@@H]1CCCC2=CC=CC=C12)[C@@H]1CN([C@@H](C1)C(N[C@@H]1CCCC2=CC=CC=C12)=O)C([C@H](C(C)(C)C)NC([C@H](C)NC)=O)=O)NC([C@H](C)NC)=O)(C)C ((S)-2-((S)-3,3-Dimethyl-2-((S)-2-(methylamino)propanamido)butanoyl)-7-((3R,5S)-1-((S)-3,3-dimethyl-2-((S)-2-(methylamino)propanamido)butanoyl)-5-(((R)-1,2,3,4-tetrahydronaphthalen-1-yl)carbamoyl)pyrrolidin-3-yl)-N—((R)-1,2,3,4-tetrahydronaphthalen-1-yl)-1,2,3,4-tetrahydroisoquinoline-3-carboxamide), [C@H]1(CCCC2=CC=CC=C12)NC(=O)[C@H]1N(CC(=C1)OS(=O)(=O)C(F)(F)F)C(=O)OC(C)(C)C ((S)-tert-butyl 2-(((R)-1,2,3,4-tetrahydronaphthalen-1-yl)carbamoyl)-4-(((trifluoromethyl)sulfonyl)oxy)-2,5-dihydro-1H-pyrrole-1-carboxylate), CC1(OB(OC1(C)C)C1=CC=C2C[C@H](N(CC2=C1)C(=O)OC(C)(C)C)C(=O)OC)C ((S)-2-tert-butyl 3-methyl 7-(4,4,5,5-tetramethyl-1,3,2-dioxaborolan-2-yl)-3,4-dihydroisoquinoline-2,3(1H)-dicarboxylate). Product: C(C)(C)(C)OC(=O)N1CC(=C[C@H]1C(N[C@@H]1CCCC2=CC=CC=C12)=O)C1=CC=C2C[C@H](N(CC2=C1)C(=O)OC(C)(C)C)C(=O)OC ((S)-2-tert-Butyl 3-methyl 7-((S)-1-(tert-butoxycarbonyl)-5-(((R)-1,2,3,4-tetrahydronaphthalen-1-yl)carbamoyl)-2,5-dihydro-1H-pyrrol-3-yl)-3,4-dihydroisoquinoline-2,3(1H)-dicarboxylate). The yield is 83.1%. Reaction SMILES: CC(C)(C)[C@H](NC(=O)[C@@H](NC)C)C(N1[C@H](C(N[C@H]2C3C(=CC=CC=3)CCC2)=O)CC2C(=CC([C@H]3C[C@@H](C(=O)N[C@H]4C5C(=CC=CC=5)CCC4)N(C(=O)[C@@H](NC(=O)[C@@H](NC)C)C(C)(C)C)C3)=CC=2)C1)=O.[C@H:70]1([NH:80][C:81]([C@@H:83]2[CH:87]=[C:86](OS(C(F)(F)F)(=O)=O)[CH2:85][N:84]2[C:96]([O:98][C:99]([CH3:102])([CH3:101])[CH3:100])=[O:97])=[O:82])[C:79]2[C:74](=[CH:75][CH:76]=[CH:77][CH:78]=2)[CH2:73][CH2:72][CH2:71]1.CC1(C)C(C)(C)OB([C:111]2[CH:120]=[C:119]3[C:114]([CH2:115][C@@H:116]([C:128]([O:130][CH3:131])=[O:129])[N:117]([C:121]([O:123][C:124]([CH3:127])([CH3:126])[CH3:125])=[O:122])[CH2:118]3)=[CH:113][CH:112]=2)O1>>[C:99]([O:98][C:96]([N:84]1[C@H:83]([C:81](=[O:82])[NH:80][C@H:70]2[C:79]3[C:74](=[CH:75][CH:76]=[CH:77][CH:78]=3)[CH2:73][CH2:72][CH2:71]2)[CH:87]=[C:86]([C:111]2[CH:120]=[C:119]3[C:114]([CH2:115][C@@H:116]([C:128]([O:130][CH3:131])=[O:129])[N:117]([C:121]([O:123][C:124]([CH3:127])([CH3:126])[CH3:125])=[O:122])[CH2:118]3)=[CH:113][CH:112]=2)[CH2:85]1)=[O:97])([CH3:102])([CH3:100])[CH3:101]. Procedure: Following a procedure analogous to that for the synthesis of Compound D of Example 22, (S)-tert-butyl 2-(((R)-1,2,3,4-tetrahydronaphthalen-1-yl)carbamoyl)-4-(((trifluoromethyl)sulfonyl)oxy)-2,5-dihydro-1H-pyrrole-1-carboxylate (683 mg, 1.39 mmol) and (S)-2-tert-butyl 3-methyl 7-(4,4,5,5-tetramethyl-1,3,2-dioxaborolan-2-yl)-3,4-dihydroisoquinoline-2,3(1H)-dicarboxylate (726 mg, 1.74 mmol) were converted to the title compound (730 mg, 83%). MS (ESI+) m/z 632.5 (M+H)+.